Dataset: the Open Reaction Database (ORD), a public repository of structured organic reaction records. Task: describe an organic reaction: reactants, conditions, products, and yield The reactants are CCC(O)c1cc(Br)cc(OC)c1OC, CCN(CC)S(F)(F)F, ClCCl. Yields the product CCC(F)c1cc(Br)cc(OC)c1OC. Reaction SMILES: [Br:1][c:2]1[cH:3][c:4]([O:14][CH3:15])[c:5]([O:12][CH3:13])[c:6]([CH:8]([CH2:9][CH3:10])[OH:11])[cH:7]1.[CH2:16]([N:17]([S:18]([F:19])([F:20])[F:22])[CH2:21][CH3:23])[CH3:24].[Cl:25][CH2:26][Cl:27]>>[Br:1][c:2]1[cH:3][c:4]([O:14][CH3:15])[c:5]([O:12][CH3:13])[c:6]([CH:8]([CH2:9][CH3:10])[F:22])[cH:7]1. Starting materials: CN(C(=O)C=1N(N=C(C1)N1C(=CC=C1C)C)C)C (5-(2,5-dimethyl-pyrrol-1-yl)-2-methyl-2H-pyrazole-3-carboxylic acid dimethylamide), [OH-].[K+] (potassium hydroxide), Cl.NO (hydroxylamine hydrochloride). Solvent: O (water), C(C)O (ethanol), C(C)O (ethanol). Product: CN(C(=O)C=1N(N=C(C1)N)C)C (5-Amino-2-methyl-2H-pyrazole-3-carboxylic acid dimethylamide). As a reaction SMILES: [OH-].[K+].Cl.NO.[CH3:6][N:7]([CH3:23])[C:8]([C:10]1[N:11]([CH3:22])[N:12]=[C:13]([N:15]2C(C)=CC=C2C)[CH:14]=1)=[O:9]>O.C(O)C>[CH3:6][N:7]([CH3:23])[C:8]([C:10]1[N:11]([CH3:22])[N:12]=[C:13]([NH2:15])[CH:14]=1)=[O:9] |f:0.1,2.3|. Procedure: A solution of potassium hydroxide (1.1 g, 19.5 mmol) in water (30 mL) and ethanol (30 mL) is added to a slurry of hydroxylamine hydrochloride (2.7 g, 39 mmol) in ethanol (50 mL). 5-(2,5-dimethyl-pyrrol-1-yl)-2-methyl-2H-pyrazole-3-carboxylic acid dimethylamide (1.6 g, 6.5 mmol) is added and the mixture is refluxed for 48 hours. The contents of the flask are then concentrated under reduced pressure and the residue is suspended in DCM. The suspension is heated to reflux and then cooled down to roo... Starting materials: C(C)(C)(C)OC(=O)N[C@@H]1CC[C@H](CC1)OC1=C2C(=CN=CC2=CC=C1)Br (trans-N-(tert-butoxycarbonyl)-4-[(4-bromo-5-isoquinolyl)oxy]cyclohexylamine), C(CCC)C(=C(CCCC)CCCC)[Sn] (tri(n-butyl)vinyltin), C(C)(C)(C)C1=CC(=CC(=C1O)C(C)(C)C)C (2,6-di-tert-butyl-p-cresol). Reagents/catalysts: C=1C=CC(=CC1)[P](C=2C=CC=CC2)(C=3C=CC=CC3)[Pd]([P](C=4C=CC=CC4)(C=5C=CC=CC5)C=6C=CC=CC6)([P](C=7C=CC=CC7)(C=8C=CC=CC8)C=9C=CC=CC9)[P](C=1C=CC=CC1)(C=1C=CC=CC1)C=1C=CC=CC1 (tetrakis(triphenylphosphine)palladium(0)). Solvent: C1(=CC=CC=C1)C (toluene). Product: C(C)(C)(C)OC(=O)N[C@@H]1CC[C@H](CC1)OC1=C2C(=CN=CC2=CC=C1)C=C (trans-N-(tert-butoxycarbonyl)-4-[(4-vinyl-5-isoquinolyl)oxy]cyclohexylamine). RXN SMILES: [C:1]([O:5][C:6]([NH:8][C@H:9]1[CH2:14][CH2:13][C@H:12]([O:15][C:16]2[CH:25]=[CH:24][CH:23]=[C:22]3[C:17]=2[C:18](Br)=[CH:19][N:20]=[CH:21]3)[CH2:11][CH2:10]1)=[O:7])([CH3:4])([CH3:3])[CH3:2].[CH2:27](C([Sn])=C(CCCC)CCCC)[CH2:28]CC.C(C1C(O)=C(C(C)(C)C)C=C(C)C=1)(C)(C)C>C1(C)C=CC=CC=1.C1C=CC([P]([Pd]([P](C2C=CC=CC=2)(C2C=CC=CC=2)C2C=CC=CC=2)([P](C2C=CC=CC=2)(C2C=CC=CC=2)C2C=CC=CC=2)[P](C2C=CC=CC=2)(C2C=CC=CC=2)C2C=CC=CC=2)(C2C=CC=CC=2)C2C=CC=CC=2)=CC=1>[C:1]([O:5][C:6]([NH:8][C@H:9]1[CH2:14][CH2:13][C@H:12]([O:15][C:16]2[CH:25]=[CH:24][CH:23]=[C:22]3[C:17]=2[C:18]([CH:27]=[CH2:28])=[CH:19][N:20]=[CH:21]3)[CH2:11][CH2:10]1)=[O:7])([CH3:4])([CH3:3])[CH3:2] |^1:28,68,70,89,108|. Procedure: A solution of Intermediate 121 (500 mg), tri(n-butyl)vinyltin (518 μl, Tokyo Kasei Kogyo), tetrakis(triphenylphosphine)palladium(0) (28.1 mg) and 2,6-di-tert-butyl-p-cresol (3.2 mg, Tokyo Kasei Kogyo) in toluene (10 ml) was stirred at 110° C. for 3 hours. The solvent was evaporated under reduced pressure, and the residue was purified by silica gel column chromatography (n-hexane:ethyl acetate=2:1) to obtain the title compound (409.5 mg). Starting materials: C(C)(=O)O[C@H]1[C@@H](O[C@@H]([C@H]([C@@H]1OC(C)=O)O[C@@H]1[C@H](OC(C)=O)[C@@H](OC(C)=O)[C@H](OC(C)=O)[C@H](O1)COC(C)=O)COC(C)=O)OC1=CC=C(C=C1)NC(CCC(=O)NC1=CC=C(C=C1)O[C@H]1[C@H](OC(C)=O)[C@@H](OC(C)=O)[C@H](O[C@@H]2[C@H](OC(C)=O)[C@@H](OC(C)=O)[C@H](OC(C)=O)[C@H](O2)COC(C)=O)[C@H](O1)COC(C)=O)=O (N,N'-bis[4-[2,3,6-tri-O-acetyl-4-O-(2,3,4,6-tetra-O-acetyl-α-D-glucopyranosyl)-β-D-glucopyranosyloxy]phenyl]butanediamide). The solvent is CO (methanol), N (ammonia). Run at time 18 hour. Product: [C@H]1([C@H](O)[C@@H](O)[C@H](O)[C@H](O1)CO)O[C@H]1[C@@H]([C@H]([C@@H](O[C@@H]1CO)OC1=CC=C(C=C1)NC(CCC(=O)NC1=CC=C(C=C1)O[C@H]1[C@H](O)[C@@H](O)[C@H](O[C@@H]2[C@H](O)[C@@H](O)[C@H](O)[C@H](O2)CO)[C@H](O1)CO)=O)O)O (N,N'-Bis[4-[4-O-(α-D-glucopyranosyl)-β-D-glucopyranosyloxy]phenyl]butanediamide). As a reaction SMILES: C([O:4][C@@H:5]1[C@@H:10]([O:11]C(=O)C)[C@H:9]([O:15][C@H:16]2[O:33][C@H:32]([CH2:34][O:35]C(=O)C)[C@@H:27]([O:28]C(=O)C)[C@H:22]([O:23]C(=O)C)[C@H:17]2[O:18]C(=O)C)[C@@H:8]([CH2:39][O:40]C(=O)C)[O:7][C@H:6]1[O:44][C:45]1[CH:50]=[CH:49][C:48]([NH:51][C:52](=[O:108])[CH2:53][CH2:54][C:55]([NH:57][C:58]2[CH:63]=[CH:62][C:61]([O:64][C@@H:65]3[O:102][C@H:101]([CH2:103][O:104]C(=O)C)[C@@H:76]([O:77][C@H:78]4[O:95][C@H:94]([CH2:96][O:97]C(=O)C)[C@@H:89]([O:90]C(=O)C)[C@H:84]([O:85]C(=O)C)[C@H:79]4[O:80]C(=O)C)[C@H:71]([O:72]C(=O)C)[C@H:66]3[O:67]C(=O)C)=[CH:60][CH:59]=2)=[O:56])=[CH:47][CH:46]=1)(=O)C>CO.N>[C@H:78]1([O:77][C@@H:76]2[C@@H:101]([CH2:103][OH:104])[O:102][C@@H:65]([O:64][C:61]3[CH:62]=[CH:63][C:58]([NH:57][C:55](=[O:56])[CH2:54][CH2:53][C:52]([NH:51][C:48]4[CH:47]=[CH:46][C:45]([O:44][C@@H:6]5[O:7][C@H:8]([CH2:39][OH:40])[C@@H:9]([O:15][C@H:16]6[O:33][C@H:32]([CH2:34][OH:35])[C@@H:27]([OH:28])[C@H:22]([OH:23])[C@H:17]6[OH:18])[C@H:10]([OH:11])[C@H:5]5[OH:4])=[CH:50][CH:49]=4)=[O:108])=[CH:59][CH:60]=3)[C@H:66]([OH:67])[C@H:71]2[OH:72])[O:95][C@H:94]([CH2:96][OH:97])[C@@H:89]([OH:90])[C@H:84]([OH:85])[C@H:79]1[OH:80]. Reported procedure: A 3.0 g portion of N,N'-bis[4-[2,3,6-tri-O-acetyl-4-O-(2,3,4,6-tetra-O-acetyl-α-D-glucopyranosyl)-β-D-glucopyranosyloxy]phenyl]butanediamide was dissolved in a 0° C. solution of 50 ml of methanol saturated with ammonia. The solution was allowed to stand at room temperature, under an inert atmosphere, for 18 hours, then was evaporated. The residue was crystallized from methanol/water to yield 1.35 g of the title compound as a dihydrate, m.p. 190°-200° C.